This data is from the Open Reaction Database (ORD), a public repository of structured organic reaction records. The task is: describe an organic reaction: reactants, conditions, products, and yield The reactants are CC(C)(C)OC(=O)N1CCN(S(=O)(=O)c2ccc3cc(Br)ccc3c2)CC1, CO, CCOC(C)=O, Cl. Yields the product Cl, O=S(=O)(c1ccc2cc(Br)ccc2c1)N1CCNCC1. RXN SMILES: [C:1]([O:2][C:3](=[O:4])[N:8]1[CH2:9][CH2:10][N:11]([S:14](=[O:15])(=[O:16])[c:17]2[cH:18][c:19]3[cH:20][cH:21][c:22]([Br:27])[cH:23][c:24]3[cH:25][cH:26]2)[CH2:12][CH2:13]1)([CH3:5])([CH3:6])[CH3:7].[CH3:28][OH:29].[CH3:31][CH2:32][O:33][C:34](=[O:35])[CH3:36].[ClH:30]>>[ClH:30].[NH:8]1[CH2:9][CH2:10][N:11]([S:14](=[O:15])(=[O:16])[c:17]2[cH:18][c:19]3[cH:20][cH:21][c:22]([Br:27])[cH:23][c:24]3[cH:25][cH:26]2)[CH2:12][CH2:13]1. The reactants are COC=1C=CC=C2C(C(=CNC12)C#N)=O (1,4-dihydro-8-methoxy-4-oxo-3-quinolinecarbonitrile), O(Cl)Cl (oxochloride). The reagents and catalysts are CN(C)C=O (DMF). Yields the product ClC1=C(C=NC2=C(C=CC=C12)OC)C#N (4-chloro-8-methoxy-3-quinolinecarbonitrile). The yield is 91.0%. As a reaction SMILES: [CH3:1][O:2][C:3]1[CH:4]=[CH:5][CH:6]=[C:7]2[C:12]=1[NH:11][CH:10]=[C:9]([C:13]#[N:14])[C:8]2=O.O(Cl)[Cl:17]>CN(C=O)C>[Cl:17][C:8]1[C:7]2[C:12](=[C:3]([O:2][CH3:1])[CH:4]=[CH:5][CH:6]=2)[N:11]=[CH:10][C:9]=1[C:13]#[N:14]. Procedure details: A mixture of 3.8 g (19 mmol) of 1,4-dihydro-8-methoxy-4-oxo-3-quinolinecarbonitrile and 40 mL of phosphorous oxochloride and 5 drops of DMF was refluxed for 0.5 hours. The mixture was evaporated to dryness and diluted with hexanes. The solid was collected and mixed with cold dilute sodium carbonate solution and extracted several times with ethyl acetate. The organic layer was dried over sodium sulfate and filtered through a pad of silica gel. Removal of the solvent gave 3.8 g of 4-chloro-8-metho... Starting materials: BrC1=CC(=C(S1)C(=O)OC)NC(C(F)(F)F)=O (Methyl 5-bromo-3-(trifluoroacetylamino)-2-thiophenecarboxylate), CO.O (MeOH water). Run in C(=O)([O-])[O-].[K+].[K+] (K2CO3). Reaction conditions: time 2.5 hour. Yields the product BrC1=CC(=C(S1)C(=O)OC)N (methyl 5-bromo-3-amino-2-thiophenecarboxylate). Yield: 95.6%. Reaction SMILES: [Br:1][C:2]1[S:6][C:5]([C:7]([O:9][CH3:10])=[O:8])=[C:4]([NH:11]C(=O)C(F)(F)F)[CH:3]=1.CO.O>C([O-])([O-])=O.[K+].[K+]>[Br:1][C:2]1[S:6][C:5]([C:7]([O:9][CH3:10])=[O:8])=[C:4]([NH2:11])[CH:3]=1 |f:1.2,3.4.5|. Procedure details: Methyl 5-bromo-3-(trifluoroacetylamino)-2-thiophenecarboxylate (2.0 g, 6.2 mmol) was stirred in 120 mL of 0.25 N K2CO3 in 7:3 MeOH/water. After 2.5 h, the bulk of the MeOH was removed in vacuo. The residue was partitioned between brine (75 mL) and CH2Cl2 (100 mL). The organic layer was dried (MgSO4) and concentrated in vacuo to provide methyl 5-bromo-3-amino-2-thiophenecarboxylate as a yellow solid (1.4 g, 100%). The reactants are N(=[N+]=[N-])C=1SC=2CCOC3=C(C2N1)C=CC(=C3)Br (2-azido-8-bromo-4,5-dihydro-6-oxa-3-thia-1-aza-benzo[e]azulene), CC(C#C)C (3-methyl-1-butyne). Yields the product BrC1=CC2=C(C=3N=C(SC3CCO2)N2N=NC=C2C(C)C)C=C1 (8-Bromo-2-(5-isopropyl-[1,2,3]triazol-1-yl)-4,5-dihydro-6-oxa-3-thia-1-aza-benzo[e]azulene). As a reaction SMILES: [N:1]([C:4]1[S:5][C:6]2[CH2:7][CH2:8][O:9][C:10]3[CH:17]=[C:16]([Br:18])[CH:15]=[CH:14][C:11]=3[C:12]=2[N:13]=1)=[N+:2]=[N-:3].[CH3:19][CH:20]([CH3:23])[C:21]#[CH:22]>>[Br:18][C:16]1[CH:15]=[CH:14][C:11]2[C:12]3[N:13]=[C:4]([N:1]4[C:21]([CH:20]([CH3:23])[CH3:19])=[CH:22][N:3]=[N:2]4)[S:5][C:6]=3[CH2:7][CH2:8][O:9][C:10]=2[CH:17]=1. Procedure: Following the procedure for 414, Step 3, 2-azido-8-bromo-4,5-dihydro-6-oxa-3-thia-1-aza-benzo[e]azulene was reacted with 3-methyl-1-butyne to afford the title compound as a beige solid. LCMS (Method A): RT=4.88 min, [M+H]+=391 and 393. 1H NMR (CDCl3): 8.12 (1 H, d, J=8.5 Hz), 7.59 (1 H, s), 7.30-7.25 (2 H, m), 4.41 (2 H, t, J=5.0 Hz), 3.98-3.90 (1 H, m), 3.36 (2 H, t, J=5.0 Hz), 1.44 (3 H, s), 1.42 (3 H, s). Reactants: ClC1=C(C=CC=C1Cl)[N+](=O)[O-] (2,3-dichloronitrobenzene), SC=1N(C=CN1)C (2-mercapto-1-methylimidazole). Yields the product ClC1=C(C(=CC=C1)[N+](=O)[O-])SC=1N(C=CN1)C (2-[(2-Chloro-6-nitrophenyl)thio]-1-methyl-1H-imidazole). Yield: 74.2%. As a reaction SMILES: Cl[C:2]1[C:7]([Cl:8])=[CH:6][CH:5]=[CH:4][C:3]=1[N+:9]([O-:11])=[O:10].[SH:12][C:13]1[N:14]([CH3:18])[CH:15]=[CH:16][N:17]=1>>[Cl:8][C:7]1[CH:6]=[CH:5][CH:4]=[C:3]([N+:9]([O-:11])=[O:10])[C:2]=1[S:12][C:13]1[N:14]([CH3:18])[CH:15]=[CH:16][N:17]=1. Procedure details: Starting with 1.92 g (10 mmoles) of 2,3-dichloronitrobenzene and 1.14 g (10 mmoles) of 2-mercapto-1-methylimidazole and following the procedure described in Example 1 there was obtained 2 g (74%) of the product as yellow prisms, mp 102°-104° C.